From a dataset of the Open Reaction Database (ORD), a public repository of structured organic reaction records. describe an organic reaction: reactants, conditions, products, and yield RXN SMILES: [CH3:24][CH2:25][O:26][C:27](=[O:28])[CH3:29].[CH:15](=[O:16])[c:17]1[cH:18][cH:19][cH:20][cH:21][c:22]1[OH:23].[NH2:2][c:3]1[cH:4][cH:5][c:6]([OH:14])[c:7]2[c:8]1[CH2:9][C:10]([CH3:12])([CH3:13])[O:11]2.[OH2:1]>>[N:2]([c:3]1[cH:4][cH:5][c:6]([OH:14])[c:7]2[c:8]1[CH2:9][C:10]([CH3:12])([CH3:13])[O:11]2)=[CH:15][c:17]1[cH:18][cH:19][cH:20][cH:21][c:22]1[OH:23]. Product: CC1(C)Cc2c(N=Cc3ccccc3O)ccc(O)c2O1. Reactants: CCOC(C)=O, O=Cc1ccccc1O, CC1(C)Cc2c(N)ccc(O)c2O1, O.